Dataset: the Open Reaction Database (ORD), a public repository of structured organic reaction records. Task: describe an organic reaction: reactants, conditions, products, and yield The reactants are FC1(C(N(C2=CC=CC=C12)CCCN1CCC2(C(N(CN2C2=CC=CC=C2)CC2=C(C(=O)OC(C)(C)C)C=CC=C2)=O)CC1)=O)C (tert-butyl 2-((8-(3-(3-fluoro-3-methyl-2-oxoindolin-1-yl)propyl)-4-oxo-1-phenyl-1,3,8-triazaspiro[4.5]decan-3-yl)methyl)benzoate), Cl (HCl). Run in O1CCOCC1 (dioxane). Reaction conditions: time 4 hour. The product is FC1(C(N(C2=CC=CC=C12)CCCN1CCC2(C(N(CN2C2=CC=CC=C2)CC2=C(C(=O)O)C=CC=C2)=O)CC1)=O)C (2-((8-(3-(3-Fluoro-3-methyl-2-oxoindolin-1-yl)propyl)-4-oxo-1-phenyl-1,3,8-triazaspiro[4.5]decan-3-yl)methyl)benzoic acid), hydrochloride salt. The yield is 40.0%. As a reaction SMILES: [F:1][C:2]1([CH3:46])[C:10]2[C:5](=[CH:6][CH:7]=[CH:8][CH:9]=2)[N:4]([CH2:11][CH2:12][CH2:13][N:14]2[CH2:44][CH2:43][C:17]3([N:21]([C:22]4[CH:27]=[CH:26][CH:25]=[CH:24][CH:23]=4)[CH2:20][N:19]([CH2:28][C:29]4[CH:41]=[CH:40][CH:39]=[CH:38][C:30]=4[C:31]([O:33]C(C)(C)C)=[O:32])[C:18]3=[O:42])[CH2:16][CH2:15]2)[C:3]1=[O:45].Cl>O1CCOCC1>[F:1][C:2]1([CH3:46])[C:10]2[C:5](=[CH:6][CH:7]=[CH:8][CH:9]=2)[N:4]([CH2:11][CH2:12][CH2:13][N:14]2[CH2:44][CH2:43][C:17]3([N:21]([C:22]4[CH:27]=[CH:26][CH:25]=[CH:24][CH:23]=4)[CH2:20][N:19]([CH2:28][C:29]4[CH:41]=[CH:40][CH:39]=[CH:38][C:30]=4[C:31]([OH:33])=[O:32])[C:18]3=[O:42])[CH2:16][CH2:15]2)[C:3]1=[O:45]. Reported procedure: To tert-butyl 2-((8-(3-(3-fluoro-3-methyl-2-oxoindolin-1-yl)propyl)-4-oxo-1-phenyl-1,3,8-triazaspiro[4.5]decan-3-yl)methyl)benzoate (0.1 g, 0.16 mmol) was added concentrated 4M HCl in dioxane (1.6 mL) and triethylsilane (0.02 mL). After stirring at room temperature for 4 hours, the reaction mixture was concentrated, isolated by preparatory TLC (10% methanol/dichloromethane) and lyophilized with 4M HCl in dioxane (1 mL) to obtain the title compound as a hydrochloride salt (0.039 g, 40%); 1H NMR (... The reactants are CC(C)([O-])C.[Na+] (sodium tert-butoxide), ClC=1C=C(C=CC1)OC (3-Chloroanisole), C(CCCCC)N (n-hexylamine), Ph5FcP(t-Bu)2. The reagents and catalysts are C=1C=CC(=CC1)/C=C/C(=O)/C=C/C2=CC=CC=C2.C=1C=CC(=CC1)/C=C/C(=O)/C=C/C2=CC=CC=C2.[Pd] (Pd(dba)2). Run in C1(=CC=CC=C1)C (toluene). Product: C(CCCCC)NC1=CC(=CC=C1)OC (N-n-hexyl-3-methoxyaniline). Isolated yield 95.5%. As a reaction SMILES: Cl[C:2]1[CH:3]=[C:4]([O:8][CH3:9])[CH:5]=[CH:6][CH:7]=1.[CH2:10]([NH2:16])[CH2:11][CH2:12][CH2:13][CH2:14][CH3:15].CC(C)([O-])C.[Na+]>C1(C)C=CC=CC=1.C1C=CC(/C=C/C(/C=C/C2C=CC=CC=2)=O)=CC=1.C1C=CC(/C=C/C(/C=C/C2C=CC=CC=2)=O)=CC=1.[Pd]>[CH2:10]([NH:16][C:2]1[CH:7]=[CH:6][CH:5]=[C:4]([O:8][CH3:9])[CH:3]=1)[CH2:11][CH2:12][CH2:13][CH2:14][CH3:15] |f:2.3,5.6.7|. Procedure details: 3-Chloroanisole (74 mg, 0.52 mmol) reacted with n-hexylamine (65 mg, 0.64 mmol) according to procedure B using 1 mol % of Pd(dba)2, 2 mol % of Ph5FcP(t-Bu)2, and sodium tert-butoxide (58 mg, 0.60 mmol) in toluene at 100° C. to give the title compound (103 mg, 95%) as a colorless oil. Also 3-bromoanisole was converted to the title amine in 85% yield by procedure A: 1H-NMR (400 MHz, CDCl3): δ 6.99 (t, 1H, J=8.0 Hz), 6.19-6.13 (m, 2H), 6.08 (app.t, 1H, J=2.4 Hz), 3.70 (s, 3H), 3.55 (bs, 1H), 3.01 (... The reactants are CCCCc1oc2ccccc2c1Cc1ccc(-c2ccc(OCCCc3ccccc3)c(NC(=O)C(=O)OCC)c2)cc1, CCO, Cl, [Na+], [OH-]. Yields the product CCCCc1oc2ccccc2c1Cc1ccc(-c2ccc(OCCCc3ccccc3)c(NC(=O)C(=O)O)c2)cc1. As a reaction SMILES: [CH2:1]([CH3:2])[O:3][C:4]([C:5](=[O:6])[NH:7][c:8]1[cH:9][c:10](-[c:24]2[cH:25][cH:26][c:27]([CH2:30][c:31]3[c:32]([CH2:40][CH2:41][CH2:42][CH3:43])[o:33][c:34]4[c:35]3[cH:36][cH:37][cH:38][cH:39]4)[cH:28][cH:29]2)[cH:11][cH:12][c:13]1[O:14][CH2:15][CH2:16][CH2:17][c:18]1[cH:19][cH:20][cH:21][cH:22][cH:23]1)=[O:44].[CH3:48][CH2:49][OH:50].[ClH:47].[Na+:46].[OH-:45]>>[O:3]=[C:4]([C:5](=[O:6])[NH:7][c:8]1[cH:9][c:10](-[c:24]2[cH:25][cH:26][c:27]([CH2:30][c:31]3[c:32]([CH2:40][CH2:41][CH2:42][CH3:43])[o:33][c:34]4[c:35]3[cH:36][cH:37][cH:38][cH:39]4)[cH:28][cH:29]2)[cH:11][cH:12][c:13]1[O:14][CH2:15][CH2:16][CH2:17][c:18]1[cH:19][cH:20][cH:21][cH:22][cH:23]1)[OH:44]. Starting materials: C(CCCCCCC)NS(=O)(=O)C1=CC(=C(C=C1)OC)OC (N-octyl-3,4-dimethoxybenzenesulfonamide), [H-].[Na+] (NaH), C(C1=CC=CC=C1)(=O)Cl (benzoyl chloride). The solvent is EtOAc hexanes, CN(C)C=O (DMF). Reaction conditions: time 30 minute. Yields the product COC=1C=C(C=CC1OC)S(=O)(=O)N(C(C1=CC=CC=C1)=O)CCCCCCCC (N-((3,4-dimethoxyphenyl)sulfonyl)-N-octylbenzamide). The yield is 14.3%. RXN SMILES: [CH2:1]([NH:9][S:10]([C:13]1[CH:18]=[CH:17][C:16]([O:19][CH3:20])=[C:15]([O:21][CH3:22])[CH:14]=1)(=[O:12])=[O:11])[CH2:2][CH2:3][CH2:4][CH2:5][CH2:6][CH2:7][CH3:8].[H-].[Na+].[C:25](Cl)(=[O:32])[C:26]1[CH:31]=[CH:30][CH:29]=[CH:28][CH:27]=1>CN(C=O)C>[CH3:22][O:21][C:15]1[CH:14]=[C:13]([S:10]([N:9]([CH2:1][CH2:2][CH2:3][CH2:4][CH2:5][CH2:6][CH2:7][CH3:8])[C:25](=[O:32])[C:26]2[CH:31]=[CH:30][CH:29]=[CH:28][CH:27]=2)(=[O:12])=[O:11])[CH:18]=[CH:17][C:16]=1[O:19][CH3:20] |f:1.2|. Procedure: To a stirring solution of N-octyl-3,4-dimethoxybenzenesulfonamide (0.213 g, 0.646 mmol) in 2.00 mL of DMF, NaH (0.028 g, 0.711 mmol; 60% in oil dispersion) was added. After 30 min, benzoyl chloride (0.085 g, 0.731 mmol) was added. After a further 1 hr, the reaction mixture was diluted with 4:1 EtOAc/hexanes and washed with water (2×). The organic layer was dried over MgSO4 and concentrated in vacuo to yield a yellow solid. Purification by flash chromatography (28% ethyl acetate/hexanes) gave 0.0... The reactants are [Na+].COC1=CC=C(C=C1)CC(=O)OCC(S(=O)(=O)[O-])(F)F (4-methoxyphenylacetyloxymethyl difluoromethanesulfonic acid sodium salt), benzoyloxymethyldifluorosulfonic acid sodium salt, [Na].FC(S(=O)(=O)[O-])(F)F.C1(=CC=CC=C1)C(C1=CC=CC=C1)[SH+]C1=CC=CC=C1 (diphenylmethylphenylsulfonium trifluoromethanesulfonic acid sodium salt). Yields the product C1(=CC=CC=C1)C(C1=CC=CC=C1)[SH+]C1=CC=CC=C1.FC(COC(CC1=CC=C(C=C1)OC)=O)(S(=O)(=O)O)F (4-methoxyphenylacetic acid 2,2-difluoro-2-sulfoethyl ester diphenylmethylphenylsulfonium salt). Yield: 95.9%. Reaction SMILES: [Na+].[CH3:2][O:3][C:4]1[CH:9]=[CH:8][C:7]([CH2:10][C:11]([O:13][CH2:14][C:15]([F:21])([F:20])[S:16]([O-:19])(=[O:18])=[O:17])=[O:12])=[CH:6][CH:5]=1.[Na].FC(F)(F)S([O-])(=O)=O.[C:31]1([CH:37]([SH+:44][C:45]2[CH:50]=[CH:49][CH:48]=[CH:47][CH:46]=2)[C:38]2[CH:43]=[CH:42][CH:41]=[CH:40][CH:39]=2)[CH:36]=[CH:35][CH:34]=[CH:33][CH:32]=1>>[C:38]1([CH:37]([SH+:44][C:45]2[CH:50]=[CH:49][CH:48]=[CH:47][CH:46]=2)[C:31]2[CH:36]=[CH:35][CH:34]=[CH:33][CH:32]=2)[CH:39]=[CH:40][CH:41]=[CH:42][CH:43]=1.[F:21][C:15]([F:20])([S:16]([OH:19])(=[O:18])=[O:17])[CH2:14][O:13][C:11](=[O:12])[CH2:10][C:7]1[CH:6]=[CH:5][C:4]([O:3][CH3:2])=[CH:9][CH:8]=1 |f:0.1,2.3.4,5.6,^1:21|. Reported procedure: <2> The reaction described in <3> of Synthesis Example 1 was performed under the same conditions, except that the 4-methoxyphenylacetyloxymethyl difluoromethanesulfonic acid sodium salt (0.8 g) produced in <1> of Synthesis Example 4 above was used instead of the benzoyloxymethyldifluorosulfonic acid sodium salt in the reaction with diphenylmethylphenylsulfonium trifluoromethanesulfonic acid sodium salt, and thus 3.95 g (yield 95.9%) of 4-methoxyphenylacetic acid 2,2-difluoro-2-sulfoethyl ester d... Reactants: ClC1=NC=CC=C1C=1C=C2C=NNC2=CC1 (5-(2-chloropyridin-3-yl)-1H-indazole), BrC=1C=C2C=NN(C2=CC1C)C(=O)OC(C)(C)C (tert-butyl 5-bromo-6-methyl-1H-indazole-1-carboxylate), ClC1=NC=CC=C1B1OC(C)(C)C(C)(C)O1 (2-chloro-3-pyridine boronic acid pinacol ester), C(=O)([O-])[O-].[Na+].[Na+] (Na2CO3), ( A ). Reagents/catalysts: C=1C=CC(=CC1)[P](C=2C=CC=CC2)(C=3C=CC=CC3)[Pd]([P](C=4C=CC=CC4)(C=5C=CC=CC5)C=6C=CC=CC6)([P](C=7C=CC=CC7)(C=8C=CC=CC8)C=9C=CC=CC9)[P](C=1C=CC=CC1)(C=1C=CC=CC1)C=1C=CC=CC1 (Pd(PPh3)4). Solvent: O1CCOCC1 (1,4-dioxane). The product is ClC1=NC=CC=C1C=1C=C2C=NNC2=C(C1)C (5-(2-Chloropyridin-3-yl)-7-methyl-1H-indazole). Reaction SMILES: [Cl:1][C:2]1[C:7]([C:8]2[CH:9]=[C:10]3[C:14](=[CH:15][CH:16]=2)[NH:13][N:12]=[CH:11]3)=[CH:6][CH:5]=[CH:4][N:3]=1.Br[C:18]1C=C2C(=CC=1C)N(C(OC(C)(C)C)=O)N=C2.ClC1C(B2OC(C)(C)C(C)(C)O2)=CC=CN=1.C([O-])([O-])=O.[Na+].[Na+]>O1CCOCC1.C1C=CC([P]([Pd]([P](C2C=CC=CC=2)(C2C=CC=CC=2)C2C=CC=CC=2)([P](C2C=CC=CC=2)(C2C=CC=CC=2)C2C=CC=CC=2)[P](C2C=CC=CC=2)(C2C=CC=CC=2)C2C=CC=CC=2)(C2C=CC=CC=2)C2C=CC=CC=2)=CC=1>[Cl:1][C:2]1[C:7]([C:8]2[CH:9]=[C:10]3[C:14](=[C:15]([CH3:18])[CH:16]=2)[NH:13][N:12]=[CH:11]3)=[CH:6][CH:5]=[CH:4][N:3]=1 |f:3.4.5,^1:66,68,87,106|. Procedure details: 5-(2-Chloropyridin-3-yl)-7-methyl-1H-indazole was synthesized in the similar manner to the preparation of 5-(2-chloropyridin-3-yl)-1H-indazole by heating the mixture of tert-butyl 5-bromo-6-methyl-1H-indazole-1-carboxylate (1.4 g, 4.5 mmol), 2-chloro-3-pyridine boronic acid pinacol ester (1.4 g, 5.9 mmol), Pd(PPh3)4 (370 mg, 0.32 mmol) and 2M aq.Na2CO3 (7 mL, 14 mmol) in 1,4-dioxane (40 mL). Upon work-up and purification procedure used in the preparation of 5-(2-chloropyridin-3-yl)-1H-indazole p... The reactants are C(C)O (ethanol), C([O-])([O-])=O.[Na+].[Na+] (sodium carbonate), [N+](=O)([O-])C=1C=C(C=CC=NNC(=S)N)C=CC1 (3-nitrocinnamaldehyde thiosemicarbazone). Run in [H][H].[S] (hydrogen sulfur). Conditions: temperature 50 celsius. The product is NC=1C=C(C=CC=NNC(=S)N)C=CC1 (3-aminocinnamaldehyde thiosemicarbazone). The yield is 67.9%. As a reaction SMILES: C(O)C.C(=O)([O-])[O-].[Na+].[Na+].[N+:10]([C:13]1[CH:14]=[C:15]([CH:24]=[CH:25][CH:26]=1)[CH:16]=[CH:17][CH:18]=[N:19][NH:20][C:21]([NH2:23])=[S:22])([O-])=O>[H][H].[S]>[NH2:10][C:13]1[CH:14]=[C:15]([CH:24]=[CH:25][CH:26]=1)[CH:16]=[CH:17][CH:18]=[N:19][NH:20][C:21]([NH2:23])=[S:22] |f:1.2.3,5.6,^3:28|. Procedure: A solution of 10 mL ethanol and 2 mL sodium carbonate 2N is saturated in hydrogen sulfur. 500 mg (2 mmoles) 3-nitrocinnamaldehyde thiosemicarbazone prepared in step 2A are added. The solution is heated 10 minutes at 50° C., then 3 minutes at 75° C. The solution is cooled in a ice bath. The crystals formed are filtered, washed with ethanol. 299 mg of 3-aminocinnamaldehyde thiosemicarbazone is obtained. Yield 68%. The reactants are ice, CN(C=O)C (dimethylformamide), [Cl-].[Al+3].[Cl-].[Cl-] (aluminum chloride), N1C(CC2=CC=CC=C12)=O (indolin-2-one), C12(CCC1)C(=O)OC2=O (cyclobutanedicarboxylic anhydride). Run at time 10 minute. Product: N1C(CC2=CC(=CC=C12)C(=O)[C@@H]1[C@@H](CC1)C(=O)O)=O (cis-2-(indolin-2-on-5-oyl)-cyclobutanecarboxylic acid). Yield: 94.0%. RXN SMILES: CN(C)[CH:3]=[O:4].[Cl-].[Al+3].[Cl-].[Cl-].[NH:10]1[C:18]2[C:13](=[CH:14][CH:15]=[CH:16][CH:17]=2)[CH2:12][C:11]1=[O:19].[C:20]12([C:27](=[O:28])[O:26]C1=O)[CH2:23][CH2:22][CH2:21]2>>[NH:10]1[C:18]2[C:13](=[CH:14][C:15]([C:3]([C@H:23]3[CH2:22][CH2:21][C@H:20]3[C:27]([OH:26])=[O:28])=[O:4])=[CH:16][CH:17]=2)[CH2:12][C:11]1=[O:19] |f:1.2.3.4|. Reported procedure: 20 ml (0.26 mole) of dimethylformamide are added dropwise to 120 g (0.9 mole) of anhydrous aluminum chloride in the course of a few minutes, while stirring, a highly exothermic reaction taking place. A mixture of 11.8 g (0.089 mole) of indolin-2-one and 11.3 g (0.09 mole) of cyclobutanedicarboxylic anhydride is then added a little at a time at 140° C., after which stirring is continued for a further 10 minutes at this temperature. The melt is then introduced into 0.5 kg of ice. The precipitated ...